From a dataset of the Open Reaction Database (ORD), a public repository of structured organic reaction records. describe an organic reaction: reactants, conditions, products, and yield As a reaction SMILES: [CH:1]([N:14]1[CH2:17][CH:16](OS(C)(=O)=O)[CH2:15]1)([C:8]1[CH:13]=[CH:12][CH:11]=[CH:10][CH:9]=1)[C:2]1[CH:7]=[CH:6][CH:5]=[CH:4][CH:3]=1.[CH3:23][NH2:24]>CO>[CH:1]([N:14]1[CH2:17][CH:16]([NH:24][CH3:23])[CH2:15]1)([C:8]1[CH:13]=[CH:12][CH:11]=[CH:10][CH:9]=1)[C:2]1[CH:7]=[CH:6][CH:5]=[CH:4][CH:3]=1. Solvent: CO (methanol). Reported procedure: 1-Benzhydryl-3-(methylamino)azetidine was prepared under the conditions of Example 9, but starting with 50 g of 1-benzhydryl-3-(methanesulphonyloxy)-azetidine and 48.9 g of methylamine in 250 cm3 of methanol. 27 g of 1-benzhydryl-3-(methylamino)azetidine are obtained in the form of a colorless solid, melting point 75° C. Reactants: C(C1=CC=CC=C1)(C1=CC=CC=C1)N1CC(C1)OS(=O)(=O)C (1-benzhydryl-3-(methanesulphonyloxy)-azetidine), CN (methylamine). Yield: 67.9%. The product is C(C1=CC=CC=C1)(C1=CC=CC=C1)N1CC(C1)NC (1-benzhydryl-3-(methylamino)azetidine). Reactants: CN(C)CC1=C(NC2=CC=CC=C12)C(C)C (3-(Dimethylaminomethyl)-2-isopropylindole), N1C=NC=C1 (imidazole). Run in C=1(C(=CC=CC1)C)C (xylene), petroleum ether. Yields the product N1(C=NC=C1)CC1=C(NC2=CC=CC=C12)C(C)C (3-(imidazol-1-ylmethyl)-2-isopropylindole). Yield: 26.6%. As a reaction SMILES: [CH3:1][N:2]([CH2:4][C:5]1[C:13]2[C:8](=[CH:9][CH:10]=[CH:11][CH:12]=2)[NH:7][C:6]=1[CH:14]([CH3:16])[CH3:15])[CH3:3].[NH:17]1C=CN=[CH:18]1>C1(C)C(C)=CC=CC=1>[N:2]1([CH2:4][C:5]2[C:13]3[C:8](=[CH:9][CH:10]=[CH:11][CH:12]=3)[NH:7][C:6]=2[CH:14]([CH3:16])[CH3:15])[CH:1]=[CH:18][N:17]=[CH:3]1. Procedure: 3-(Dimethylaminomethyl)-2-isopropylindole (1.7 g.) and imidazole (0.6 g.) were heated at the reflux temperature in xylene (50 ml.) for a period of one hour. The solution was then cooled to room temperature (~20° C.) and petroleum ether (b.p. 60°-80° C.) was added until a faint cloudiness appeared. The resulting mixture was then allowed to stand at room temperature (~20° C.), whereupon the desired product soon crystallized from solution and was subsequently recovered by means of suction filtratio... Starting materials: bromo, C1(=CC=CC=C1)C(C1=CC=CC=C1)(C1=CC=CC=C1)Cl (triphenylmethyl chloride), BrN1C(CCC1=O)=O (N-bromosuccinimide), BrN1C(CCC1=O)=O (N-bromosuccinimide), (2-(2H-2-trityltetrazol-5-yl)-1-pyrrolyl)-methylbenzene, C(C1=CC=CC=C1)Br (benzyl bromide), CC1=CC=C(C=C1)N1C(=CC=C1)C#N (1-(4-methylphenyl)-2-cyanopyrrole). Yields the product CC1=CC=C(C=C1)N1C(=CC(=C1)Br)C#N (1-(4-methylphenyl)-4-bromo-2-cyanopyrrole). As a reaction SMILES: C1(C(Cl)(C2C=CC=CC=2)C2C=CC=CC=2)C=CC=CC=1.C([Br:28])C1C=CC=CC=1.BrN1C(=O)CCC1=O.[CH3:37][C:38]1[CH:43]=[CH:42][C:41]([N:44]2[CH:48]=[CH:47][CH:46]=[C:45]2[C:49]#[N:50])=[CH:40][CH:39]=1>>[CH3:37][C:38]1[CH:43]=[CH:42][C:41]([N:44]2[CH:48]=[C:47]([Br:28])[CH:46]=[C:45]2[C:49]#[N:50])=[CH:40][CH:39]=1. Procedure details: 4-(2-(2H-2-trityltetrazol-5-yl)-1-pyrrolyl)-benzyl bromide is prepared as described in EP 0 480 204 A1 preparation 1 and 8, and as described in EXAMPLE 10. To this end 1-(4-methylphenyl)-2-cyanopyrrole is reacted with tributyltin azide to give 4-(2-(1H-tetrazol-5-yl)-1-pyrrolyl)-methylbenzene, which is protected by reaction with triphenylmethyl chloride. The benzylic methyl group of (2-(2H-2-trityltetrazol-5-yl)-1-pyrrolyl)-methylbenzene is then converted to the benzyl bromide with N-bromosuccin... Reactants: CC1(C)CC(N)c2cc(-c3ccc(Cl)cc3)c(-c3ccc(Br)cc3Cl)nc2O1, CC(C)(C)C(=O)Cl, ClCCl. RXN SMILES: [Br:1][c:2]1[cH:3][c:4]([Cl:28])[c:5](-[c:8]2[c:9](-[c:21]3[cH:22][cH:23][c:24]([Cl:27])[cH:25][cH:26]3)[cH:10][c:11]3[c:12]([n:13]2)[O:14][C:15]([CH3:19])([CH3:20])[CH2:16][CH:17]3[NH2:18])[cH:6][cH:7]1.[C:29]([C:30]([CH3:31])([CH3:32])[CH3:33])(=[O:34])[Cl:35].[Cl:36][CH2:37][Cl:38]>>[Br:1][c:2]1[cH:3][c:4]([Cl:28])[c:5](-[c:8]2[c:9](-[c:21]3[cH:22][cH:23][c:24]([Cl:27])[cH:25][cH:26]3)[cH:10][c:11]3[c:12]([n:13]2)[O:14][C:15]([CH3:19])([CH3:20])[CH2:16][CH:17]3[NH:18][C:29]([C:30]([CH3:31])([CH3:32])[CH3:33])=[O:34])[cH:6][cH:7]1. Yields the product CC1(C)CC(NC(=O)C(C)(C)C)c2cc(-c3ccc(Cl)cc3)c(-c3ccc(Br)cc3Cl)nc2O1. Starting materials: FC(C1=C(C=CC=C1)NC(OC(C)(C)C)=O)(F)F (tert-butyl 2-(trifluoromethyl)phenylcarbamate), FC(OC=1C=C2C=C(NC2=CC1)CC(=O)[O-])(F)F.[Li+] (lithium 2-(5-(trifluoromethoxy)-1H-indol-2-yl)acetate), CC(C)([O-])C.[K+] (potassium tert-butoxide). The product is FC(C=1C=CC=C2C=C(NC12)CC(=O)[O-])(F)F.[Li+] (lithium 2-(7-(trifluoromethyl)-1H-indol-2-yl)acetate). RXN SMILES: [F:1][C:2]([F:18])([F:17])C1C=CC=CC=1NC(=O)OC(C)(C)C.FC(F)(F)O[C:22]1[CH:23]=[C:24]2[C:28](=[CH:29][CH:30]=1)[NH:27][C:26]([CH2:31][C:32]([O-:34])=[O:33])=[CH:25]2.[Li+:37].CC(C)([O-])C.[K+]>>[F:1][C:2]([F:18])([F:17])[C:29]1[CH:30]=[CH:22][CH:23]=[C:24]2[C:28]=1[NH:27][C:26]([CH2:31][C:32]([O-:34])=[O:33])=[CH:25]2.[Li+:37] |f:1.2,3.4,5.6|. Procedure: The titled compound was prepared from tert-butyl 2-(trifluoromethyl)phenylcarbamate using the procedures described in Example 26, Steps 26b through 26h, except for the use of potassium tert-butoxide instead of potassium hexamethyldisilizane in step 26g. MS (ES+) detects free acid at 244 (M+H+).